This data is from the Open Reaction Database (ORD), a public repository of structured organic reaction records. The task is: describe an organic reaction: reactants, conditions, products, and yield Run in CO (methanol), O1CCCC1 (tetrahydrofuran). Run at time 8 hour. The product is C1(CC1)C1=CC=C(C=N1)N1N=CC(=C1C)C(=O)O (1-(6-Cyclopropylpyridin-3-yl)-5-methyl-1H-pyrazole-4-carboxylic acid). Reaction SMILES: C([O:3][C:4]([C:6]1[CH:7]=[N:8][N:9]([C:12]2[CH:13]=[N:14][C:15]([CH:18]3[CH2:20][CH2:19]3)=[CH:16][CH:17]=2)[C:10]=1[CH3:11])=[O:5])C.[OH-].[Na+].O>CO.O1CCCC1>[CH:18]1([C:15]2[N:14]=[CH:13][C:12]([N:9]3[C:10]([CH3:11])=[C:6]([C:4]([OH:5])=[O:3])[CH:7]=[N:8]3)=[CH:17][CH:16]=2)[CH2:19][CH2:20]1 |f:1.2|. Isolated yield 39.3%. Procedure: To a solution of 1-(6-cyclopropylpyridin-3-yl)-5-methyl-1H-pyrazole-4-carboxylic acid ethyl ester (910 mg) in methanol (3 ml) and tetrahydrofuran (5 ml) were added 4 N aqueous solution of sodium hydroxide (7 ml) and water (3 ml), and stirred at room temperature overnight. After completion of the reaction, the organic solvent was evaporated in vacuo, then water and diethyl ether were added thereto, and the aqueous layer was separated. To the aqueous layer was added concentrated hydrochloric acid ... Starting materials: C(C)OC(=O)C=1C=NN(C1C)C=1C=NC(=CC1)C1CC1 (1-(6-cyclopropylpyridin-3-yl)-5-methyl-1H-pyrazole-4-carboxylic acid ethyl ester), aqueous solution, [OH-].[Na+] (sodium hydroxide), O (water). Starting materials: CS(=O)(=O)OCCOCC(F)(F)OC(C(OC(C(F)(F)F)(F)F)(F)F)(F)F (2-(2-(2-(pentafluoroethoxy)tetrafluoroethoxy)-2,2-difluoroethoxy)ethyl methane sulfonate), C(CCCCCCC)OC=1C=NC(=NC1)C1=CC=C(C=C1)O (5-octyloxy-2-(4-hydroxyphenyl)pyrimidine). The product is C(CCCCCCC)OC=1C=NC(=NC1)C1=CC=C(C=C1)OCCOCC(F)(F)OC(C(OC(C(F)(F)F)(F)F)(F)F)(F)F (5-Octyloxy-2-[4-(2-(2-(2-(pentafluoroethoxy)tetrafluoroethoxy)-2,2-difluoroethoxy)ethoxy)phenyl]pyrimidine). RXN SMILES: CS([O:5][CH2:6][CH2:7][O:8][CH2:9][C:10]([O:13][C:14]([F:27])([F:26])[C:15]([F:25])([F:24])[O:16][C:17]([F:23])([F:22])[C:18]([F:21])([F:20])[F:19])([F:12])[F:11])(=O)=O.[CH2:28]([O:36][C:37]1[CH:38]=[N:39][C:40]([C:43]2[CH:48]=[CH:47][C:46](O)=[CH:45][CH:44]=2)=[N:41][CH:42]=1)[CH2:29][CH2:30][CH2:31][CH2:32][CH2:33][CH2:34][CH3:35]>>[CH2:28]([O:36][C:37]1[CH:42]=[N:41][C:40]([C:43]2[CH:48]=[CH:47][C:46]([O:5][CH2:6][CH2:7][O:8][CH2:9][C:10]([O:13][C:14]([F:27])([F:26])[C:15]([F:25])([F:24])[O:16][C:17]([F:23])([F:22])[C:18]([F:21])([F:20])[F:19])([F:12])[F:11])=[CH:45][CH:44]=2)=[N:39][CH:38]=1)[CH2:29][CH2:30][CH2:31][CH2:32][CH2:33][CH2:34][CH3:35]. Procedure details: The title compound was prepared essentially as in Example 1 by combining 2-(2-(2-(pentafluoroethoxy)tetrafluoroethoxy)-2,2-difluoroethoxy)ethyl methane sulfonate (4.54 g, 10 mmol, prepared from 2-(2-(2-(pentafluoroethoxy)tetrafluoroethoxy)-2,2-difluoroethoxy)ethanol and methanesulfonyl chloride) with 5-octyloxy-2-(4-hydroxyphenyl)pyrimidine (3.0 g, 10 mmol). The resulting crude product was purified by recrystallization from ethanol followed by Kugelrohr distillation (230° C. at 0.3 torr) to prov... The reactants are C=O (formaldehyde), C(C)(=O)O (acetic acid), C=O (formaldehyde), [BH3-]C#N.[Na+] (NaBH3CN), [BH3-]C#N.[Na+] (NaBH3CN), C(C)(=O)O (acetic acid), NC1=C(C(=O)OC2CCN(CC2)CC2=CC=CC=C2)C=CC=C1 (1-benzyl-piperidin-4-yl 2-amino-benzoate). Solvent: CCOCC.O (ether water), C(C)#N (acetonitrile). Conditions: time 12 hour. Product: CNC1=C(C(=O)OC2CCN(CC2)CC2=CC=CC=C2)C=CC=C1 (1-benzyl-piperidin-4-yl 2-methylamino-benzoate). The yield is 61.6%. Reaction SMILES: [NH2:1][C:2]1[CH:23]=[CH:22][CH:21]=[CH:20][C:3]=1[C:4]([O:6][CH:7]1[CH2:12][CH2:11][N:10]([CH2:13][C:14]2[CH:19]=[CH:18][CH:17]=[CH:16][CH:15]=2)[CH2:9][CH2:8]1)=[O:5].C=O.[BH3-][C:27]#N.[Na+].C(O)(=O)C>C(#N)C.CCOCC.O>[CH3:27][NH:1][C:2]1[CH:23]=[CH:22][CH:21]=[CH:20][C:3]=1[C:4]([O:6][CH:7]1[CH2:8][CH2:9][N:10]([CH2:13][C:14]2[CH:15]=[CH:16][CH:17]=[CH:18][CH:19]=2)[CH2:11][CH2:12]1)=[O:5] |f:2.3,6.7|. Reported procedure: 0.2 g (0.00064 mol) of 1-benzyl-piperidin-4-yl 2-amino-benzoate was dissolved in 10 ml of acetonitrile and treated with 0.5 ml (0.0064 mol) of formaldehyde (37%) and 0.24 g (0.0032 mol) of NaBH3CN. The pH was adjusted to 6 by the addition of glacial acetic acid. The mixture was stirred at room temperature for 12 hrs., a further 0.15 g of NaBH3CN and 0.2 ml of formaldehyde were then. added and the pH was again adjusted to 6 by means of glacial acetic acid. After stirring for a further 2 hrs. the ... The reactants are N1(CCCCC1)CC1=CC=C(N\C(\C2=CC=CC=C2)=C\2/C(NC3=CC(=CC=C23)C(=O)O)=O)C=C1 (3-Z-[1-(4-(piperidin-1-yl-methyl)-anilino)-1-phenyl-methylene]-6-carboxy-2-indolinone), Cl.CN.C(C)(C)N(CC)C(C)C (methylamine hydrochloride diisopropylethylamine). Yields the product N1(CCCCC1)CC1=CC=C(N\C(\C2=CC=CC=C2)=C\2/C(NC3=CC(=CC=C23)C(NC)=O)=O)C=C1 (3-Z-[1-(4-(piperidin-1-yl-methyl)-anilino)-1-phenyl-methylene]-6-methylcarbamoyl-2-indolinone). Reaction SMILES: [N:1]1([CH2:7][C:8]2[CH:34]=[CH:33][C:11]([NH:12]/[C:13](=[C:20]3\[C:21](=[O:32])[NH:22][C:23]4[C:28]\3=[CH:27][CH:26]=[C:25]([C:29]([OH:31])=O)[CH:24]=4)/[C:14]3[CH:19]=[CH:18][CH:17]=[CH:16][CH:15]=3)=[CH:10][CH:9]=2)[CH2:6][CH2:5][CH2:4][CH2:3][CH2:2]1.Cl.CN.[CH:38]([N:41](C(C)C)CC)(C)C>>[N:1]1([CH2:7][C:8]2[CH:34]=[CH:33][C:11]([NH:12]/[C:13](=[C:20]3\[C:21](=[O:32])[NH:22][C:23]4[C:28]\3=[CH:27][CH:26]=[C:25]([C:29](=[O:31])[NH:41][CH3:38])[CH:24]=4)/[C:14]3[CH:15]=[CH:16][CH:17]=[CH:18][CH:19]=3)=[CH:10][CH:9]=2)[CH2:6][CH2:5][CH2:4][CH2:3][CH2:2]1 |f:1.2.3|. Procedure: Prepared from 3-Z-[1-(4-(piperidin-1-yl-methyl)-anilino)-1-phenyl-methylene]-6-carboxy-2-indolinone and methylamine hydrochloride/diisopropylethylamine Rf value: 0.3 (aluminium oxide, methylene chloride/ethanol=20:1) C29H30N4O2 Reactants: ClC=1N=C(C2=C(N1)C=C(S2)CN2CCN(CC2)C)N2CCOCC2 (2-Chloro-6-(4-methyl-piperazin-1-ylmethyl)-4-morpholin-4-yl-thieno[3,2-d]pyrimidine), C(=O)C=1C=C(C=CC1)B(O)O (3-formyl phenyl boronic acid). Yields the product CN1CCN(CC1)CC1=CC=2N=C(N=C(C2S1)N1CCOCC1)C=1C=C(C=O)C=CC1 (3-[6-(4-methyl-piperazin-1-ylmethyl)-4-morpholin-4-yl-thieno[3,2-d]pyrimidin-2-yl]-benzaldehyde). As a reaction SMILES: Cl[C:2]1[N:3]=[C:4]([N:19]2[CH2:24][CH2:23][O:22][CH2:21][CH2:20]2)[C:5]2[S:10][C:9]([CH2:11][N:12]3[CH2:17][CH2:16][N:15]([CH3:18])[CH2:14][CH2:13]3)=[CH:8][C:6]=2[N:7]=1.[CH:25]([C:27]1[CH:28]=[C:29](B(O)O)[CH:30]=[CH:31][CH:32]=1)=[O:26]>>[CH3:18][N:15]1[CH2:16][CH2:17][N:12]([CH2:11][C:9]2[S:10][C:5]3[C:4]([N:19]4[CH2:24][CH2:23][O:22][CH2:21][CH2:20]4)=[N:3][C:2]([C:31]4[CH:32]=[C:27]([CH:28]=[CH:29][CH:30]=4)[CH:25]=[O:26])=[N:7][C:6]=3[CH:8]=2)[CH2:13][CH2:14]1. Procedure details: 2-Chloro-6-(4-methyl-piperazin-1-ylmethyl)-4-morpholin-4-yl-thieno[3,2-d]pyrimidine was reacted with 3-formyl phenyl boronic acid in General Procedure A. Purification on silica yielded 3-[6-(4-methyl-piperazin-1-ylmethyl)-4-morpholin-4-yl-thieno[3,2-d]pyrimidin-2-yl]-benzaldehyde. This was then treated with methylmagnesium bromide in THF to give the desired compound. The reactants are C(O)([O-])=O.[Na+] (sodium hydrogen carbonate), COC=1C=C2C(=NC=NC2=CC1OCCN1CCSCC1)OC1=CC=CC=C1 (6-methoxy-4-phenoxy-7-(2-thiomorpholinoethoxy)quinazoline), C(Cl)Cl (Methylene chloride). Solvent: Cl (hydrochloric acid). Conditions: temperature 90 celsius. Yields the product COC=1C=C2C(NC=NC2=CC1OCCN1CCSCC1)=O (6-methoxy-7-(2-thiomorpholinoethoxy)-3,4-dihydroquinazolin-4-one). The yield is 93.3%. RXN SMILES: [CH3:1][O:2][C:3]1[CH:4]=[C:5]2[C:10](=[CH:11][C:12]=1[O:13][CH2:14][CH2:15][N:16]1[CH2:21][CH2:20][S:19][CH2:18][CH2:17]1)[N:9]=[CH:8][N:7]=[C:6]2[O:22]C1C=CC=CC=1.C(=O)([O-])O.[Na+].C(Cl)Cl>Cl>[CH3:1][O:2][C:3]1[CH:4]=[C:5]2[C:10](=[CH:11][C:12]=1[O:13][CH2:14][CH2:15][N:16]1[CH2:21][CH2:20][S:19][CH2:18][CH2:17]1)[N:9]=[CH:8][NH:7][C:6]2=[O:22] |f:1.2|. Procedure details: A mixture of 6-methoxy-4-phenoxy-7-(2-thiomorpholinoethoxy)quinazoline (2.0 g, 5 mmol) in 2M hydrochloric acid (25 ml) was heated at 90° C. for 1.5 hours. The mixture was allowed to cool and adjusted to pH7 with solid sodium hydrogen carbonate. Methylene chloride was added and the resulting semi-solid product was isolated by decanting and filtering the aqueous mixture. This product was dissolved in acetone and insoluble material was removed by filtration. The solvent was removed by evaporation a... Reactants: C1=CCCCC1, CC1CN(c2ccc([N+](=O)[O-])c(C(=O)O)c2)CC(C)O1. Yields the product CC1CN(c2ccc(N)c(C(=O)O)c2)CC(C)O1. Reaction SMILES: [CH2:21]1[CH2:22][CH:23]=[CH:24][CH2:25][CH2:26]1.[N+:1]([O-:2])(=[O:3])[c:4]1[c:5]([C:6](=[O:7])[OH:8])[cH:9][c:10]([N:13]2[CH2:14][CH:15]([CH3:20])[O:16][CH:17]([CH3:19])[CH2:18]2)[cH:11][cH:12]1>>[NH2:1][c:4]1[c:5]([C:6](=[O:7])[OH:8])[cH:9][c:10]([N:13]2[CH2:14][CH:15]([CH3:20])[O:16][CH:17]([CH3:19])[CH2:18]2)[cH:11][cH:12]1.